describe an organic reaction: reactants, conditions, products, and yield From a dataset of the Open Reaction Database (ORD), a public repository of structured organic reaction records. The reactants are C(OCC=CC1=CC=CC=C1)([O-])=O (cinnamyl carbonate), C1=C(C=CC2=CC=CC=C12)N (2-napthylamine). Run at time 16 hour. Yields the product C(#C)C(NC1=CC2=CC=CC=C2C=C1)C1=CC=CC=C1 (α-Ethynyl-N-2-napthyl-benzenemethanamine). Isolated yield 89.3%. RXN SMILES: C(=O)([O-])O[CH2:3][CH:4]=[CH:5][C:6]1[CH:11]=[CH:10][CH:9]=[CH:8][CH:7]=1.[CH:14]1[C:23]2[C:18](=[CH:19][CH:20]=[CH:21][CH:22]=2)[CH:17]=[CH:16][C:15]=1[NH2:24]>>[C:4]([CH:5]([C:6]1[CH:11]=[CH:10][CH:9]=[CH:8][CH:7]=1)[NH:24][C:15]1[CH:16]=[CH:17][C:18]2[C:23](=[CH:22][CH:21]=[CH:20][CH:19]=2)[CH:14]=1)#[CH:3]. Reported procedure: The general procedure was followed with cinnamyl carbonate (0.188 g, 0.979 mmol) and 2-napthylamine (0.170 g, 1.18 mmol). The reaction was conducted at room temperature for 16 h. 1H NMR analysis of the crude reaction mixture indicated the ratio of regioisomers to be 99/1. The mixture was purified by flash column chromatography on silica gel (1.5% ethyl acetate in hexanes) to give the title compound (0.225 g, 89%). [α]DRT=(c, CHCl3). 1H NMR (400.13 MHz, CDCl3) δ 7.53 (d, J=8.0 Hz, 1H), 7.48 (d, J... Reactants: BrC=1C(=NC=C(C1)C(NC1=CC=C(C=C1)OC(F)(F)F)=O)N1C[C@H](CC1)CNC(OC(C)(C)C)=O ((R)-tert-butyl ((1-(3-bromo-5-((4-(trifluoromethoxy)phenyl)carbamoyl)pyridin-2-yl)pyrrolidin-3-yl)methyl)carbamate), N1=CC(=CC=C1)B(O)O (pyridin-3-ylboronic acid). Yields the product NC[C@@H]1CN(CC1)C1=NC=C(C=C1C=1C=NC=CC1)C(=O)NC1=CC=C(C=C1)OC(F)(F)F ((R)-2-(3-(Aminomethyl)pyrrolidin-1-yl)-N-(4-(trifluoromethoxy)phenyl)-[3,3′-bipyridine]-5-carboxamide). As a reaction SMILES: Br[C:2]1[C:3]([N:22]2[CH2:26][CH2:25][C@H:24]([CH2:27][NH:28]C(=O)OC(C)(C)C)[CH2:23]2)=[N:4][CH:5]=[C:6]([C:8](=[O:21])[NH:9][C:10]2[CH:15]=[CH:14][C:13]([O:16][C:17]([F:20])([F:19])[F:18])=[CH:12][CH:11]=2)[CH:7]=1.[N:36]1[CH:41]=[CH:40][CH:39]=[C:38](B(O)O)[CH:37]=1>>[NH2:28][CH2:27][C@H:24]1[CH2:25][CH2:26][N:22]([C:3]2[C:2]([C:38]3[CH:37]=[N:36][CH:41]=[CH:40][CH:39]=3)=[CH:7][C:6]([C:8]([NH:9][C:10]3[CH:15]=[CH:14][C:13]([O:16][C:17]([F:20])([F:19])[F:18])=[CH:12][CH:11]=3)=[O:21])=[CH:5][N:4]=2)[CH2:23]1. Reported procedure: The title compound was prepared in an analogous fashion to that described in Example 93 using (R)-tert-butyl ((1-(3-bromo-5-((4-(trifluoromethoxy)phenyl)carbamoyl)pyridin-2-yl)pyrrolidin-3-yl)methyl)carbamate (Stage 105.1) and pyridin-3-ylboronic acid. LC-MS (Condition 6) tR=0.8 min, m/z=458.0 [M+H]+. Starting materials: CC(=O)O[BH-](OC(C)=O)OC(C)=O, CC(C)C1(O)CNC1, Cn1c(CC=O)nc2c(N3CCOCC3)nc(Cl)nc21, Cn1cnc2c(Cl)nc(Cl)nc21, [Na+]. Product: CC(C)C1(O)CN(CCc2nc3c(N4CCOCC4)nc(Cl)nc3n2C)C1. RXN SMILES: [C:41]([O:42][BH-:43]([O:44][C:45](=[O:46])[CH3:47])[O:48][C:49](=[O:50])[CH3:51])(=[O:52])[CH3:53].[CH:21]([CH3:22])([CH3:23])[C:24]1([OH:28])[CH2:25][NH:26][CH2:27]1.[Cl:1][c:2]1[n:3][c:4]([N:15]2[CH2:16][CH2:17][O:18][CH2:19][CH2:20]2)[c:5]2[n:6][c:7]([CH2:12][CH:13]=[O:14])[n:8]([CH3:11])[c:9]2[n:10]1.[Cl:29][c:30]1[n:31][c:32]2[c:33]([n:34][cH:35][n:36]2[CH3:37])[c:38]([Cl:39])[n:40]1.[Na+:54]>>[Cl:1][c:2]1[n:3][c:4]([N:15]2[CH2:16][CH2:17][O:18][CH2:19][CH2:20]2)[c:5]2[n:6][c:7]([CH2:12][CH2:13][N:26]3[CH2:25][C:24]([CH:21]([CH3:22])[CH3:23])([OH:28])[CH2:27]3)[n:8]([CH3:11])[c:9]2[n:10]1. Starting materials: CC1=NN(C=2N(C(=CC(C21)=O)C2=CC=C(C=C2)N2CCN(CC2)C(=O)OC(C)(C)C)C)C2=CC=CC=C2 (tert-butyl 4-(4-(3,7-dimethyl-4-oxo-1-phenyl-4,7-dihydro-1H-pyrazolo[3,4-b]pyridin-6-yl)phenyl)piperazine-1-carboxylate), ClCCl (dichloromethane). The solvent is FC(C(=O)O)(F)F (trifluoroacetic acid). Run at time 8 hour. Product: COC1=C2C(=NC(=C1)C1=CC=C(C=C1)N1CCNCC1)N(N=C2C)C2=CC=CC=C2 (4-methoxy-3-methyl-1-phenyl-6-(4-piperazin-1-yl-phenyl)-1H-pyrazolo[3,4-b]pyridine). Reaction SMILES: [CH3:1][C:2]1[C:10]2[C:9](=[O:11])[CH:8]=[C:7]([C:12]3[CH:17]=[CH:16][C:15]([N:18]4[CH2:23][CH2:22][N:21](C(OC(C)(C)C)=O)[CH2:20][CH2:19]4)=[CH:14][CH:13]=3)[N:6](C)[C:5]=2[N:4]([C:32]2[CH:37]=[CH:36][CH:35]=[CH:34][CH:33]=2)[N:3]=1.Cl[CH2:39]Cl>FC(F)(F)C(O)=O>[CH3:39][O:11][C:9]1[CH:8]=[C:7]([C:12]2[CH:17]=[CH:16][C:15]([N:18]3[CH2:19][CH2:20][NH:21][CH2:22][CH2:23]3)=[CH:14][CH:13]=2)[N:6]=[C:5]2[N:4]([C:32]3[CH:33]=[CH:34][CH:35]=[CH:36][CH:37]=3)[N:3]=[C:2]([CH3:1])[C:10]=12. Procedure details: Into a 50 mL round-bottom flask, was placed a solution of tert-butyl 4-(4-(3,7-dimethyl-4-oxo-1-phenyl-4,7-dihydro-1H-pyrazolo[3,4-b]pyridin-6-yl)phenyl)piperazine-1-carboxylate (270 mg, 0.54 mmol, 1.00 equiv) in dichloromethane (6 mL), trifluoroacetic acid (3 mL). The resulting solution was stirred overnight at room temperature. The resulting mixture was concentrated under vacuum. The pH value of the solution was adjusted to about 9-10 with sodium bicarbonate. The resulting solution was extract... The reactants are C(CC)N(C1CC2=CC(=C(C=C2CC1)OC)[N+](=O)[O-])CCC (2-dipropylamino-6-methoxy-7-nitro-1,2,3,4-tetrahydronaphthalene). Reagents/catalysts: [Ni] (Raney nickel). Run in C(C)O (ethanol). The product is C(CC)N(C1CC2=CC(=C(C=C2CC1)OC)N)CCC (2-Dipropylamino-7-amino-6-methoxy-1,2,3,4-tetrahydronaphthalene). Reaction SMILES: [CH2:1]([N:4]([CH2:20][CH2:21][CH3:22])[CH:5]1[CH2:14][CH2:13][C:12]2[C:7](=[CH:8][C:9]([N+:17]([O-])=O)=[C:10]([O:15][CH3:16])[CH:11]=2)[CH2:6]1)[CH2:2][CH3:3]>[Ni].C(O)C>[CH2:20]([N:4]([CH2:1][CH2:2][CH3:3])[CH:5]1[CH2:14][CH2:13][C:12]2[C:7](=[CH:8][C:9]([NH2:17])=[C:10]([O:15][CH3:16])[CH:11]=2)[CH2:6]1)[CH2:21][CH3:22]. Procedure details: 9 g of the 2-dipropylamino-6-methoxy-7-nitro-1,2,3,4-tetrahydronaphthalene obtained in accordance with Example 1(b) are introduced into 200 ml of ethanol, together with 1 g of Raney nickel. At ambient temperature, hydrogenation is carried out under pressure until the absorption has stopped. After evaporation of the solvent, an oil remains which is shown to oxidise fairly readily in air.